From a dataset of the Open Reaction Database (ORD), a public repository of structured organic reaction records. describe an organic reaction: reactants, conditions, products, and yield Isolated yield 46.6%. Starting materials: C(C)N(C1=C(C=CC(=C1)OC)C1CC=2C=CC(=CC2CC1)OC(C(C)(C)C)=O)C(C1=CC=C(C=C1)O)=O (pivalic acid 6-{2-[ethyl(4-hydroxybenzoyl)amino]-4-methoxyphenyl}-5,6,7,8-tetrahydronaphthalen-2-yl ester), C(CCC)N(C(CCl)=O)C (N-butyl-2-chloro-N-methylacetamide). Reaction SMILES: C([N:3](C(=O)C1C=CC(O)=CC=1)[C:4]1[CH:9]=[C:8]([O:10][CH3:11])[CH:7]=[CH:6][C:5]=1[CH:12]1[CH2:21][CH2:20][C:19]2[CH:18]=[C:17]([O:22]C(=O)C(C)(C)C)[CH:16]=[CH:15][C:14]=2[CH2:13]1)C.[CH2:38]([N:42]([CH3:47])[C:43](=O)[CH2:44]Cl)[CH2:39][CH2:40][CH3:41]>>[CH2:38]([N:42]([CH3:47])[CH2:43][CH2:44][O:10][C:8]1[CH:9]=[CH:4][C:5]([CH2:12][CH2:13][CH2:14][NH:3][C:4]2[CH:9]=[C:8]([O:10][CH3:11])[CH:7]=[CH:6][C:5]=2[CH:12]2[CH2:21][CH2:20][C:19]3[CH:18]=[C:17]([OH:22])[CH:16]=[CH:15][C:14]=3[CH2:13]2)=[CH:6][CH:7]=1)[CH2:39][CH2:40][CH3:41]. Yields the product C(CCC)N(CCOC1=CC=C(CCCNC2=C(C=CC(=C2)OC)C2CC=3C=CC(=CC3CC2)O)C=C1)C (6-{2-{{4-[2-(Butylmethylamino)ethoxy]benzyl}ethylamino}-4-methoxyphenyl}-5,6,7,8-tetrahydronaphthalen-2-ol). Procedure details: Synthesized from pivalic acid 6-{2-[ethyl(4-hydroxybenzoyl)amino]-4-methoxyphenyl}-5,6,7,8-tetrahydronaphthalen-2-yl ester (20 mg) and N-butyl-2-chloro-N-methylacetamide (13 mg) according to an analogous synthetic method to Example 404 and purified by LC-MS, the title compound (4.8 mg) was obtained. Reactants: C1(CCCCC1)P(C1CCCCC1)C1CCCCC1 (tricyclohexylphosphine), P(=O)([O-])([O-])[O-].[K+].[K+].[K+] (tripotassium phosphate), ClC1=NC=C(C=C1[N+](=O)[O-])C(F)(F)F (2-chloro-3-nitro-5-(trifluoromethyl)pyridine), FC(C1=CC=C(C=N1)B(O)O)(F)F ((6-(trifluoromethyl)pyridin-3-yl)boronic acid). The reagents and catalysts are C=1C=CC(=CC1)/C=C/C(=O)/C=C/C2=CC=CC=C2.C=1C=CC(=CC1)/C=C/C(=O)/C=C/C2=CC=CC=C2.C=1C=CC(=CC1)/C=C/C(=O)/C=C/C2=CC=CC=C2.[Pd].[Pd] (tris(dibenzylideneacetone)dipalladium). Solvent: C1(=CC=CC=C1)C (toluene), O (water), O1CCOCC1 (1,4-dioxane). Product: [N+](=O)([O-])C=1C(=NC=C(C1)C(F)(F)F)C=1C=NC(=CC1)C(F)(F)F (3-nitro-5,6′-bis(trifluoromethyl)-2,3′-bipyridine). Yield: 77.3%. As a reaction SMILES: Cl[C:2]1[C:7]([N+:8]([O-:10])=[O:9])=[CH:6][C:5]([C:11]([F:14])([F:13])[F:12])=[CH:4][N:3]=1.[F:15][C:16]([F:27])([F:26])[C:17]1[N:22]=[CH:21][C:20](B(O)O)=[CH:19][CH:18]=1.C1(P(C2CCCCC2)C2CCCCC2)CCCCC1.P([O-])([O-])([O-])=O.[K+].[K+].[K+]>O1CCOCC1.C1(C)C=CC=CC=1.C1C=CC(/C=C/C(/C=C/C2C=CC=CC=2)=O)=CC=1.C1C=CC(/C=C/C(/C=C/C2C=CC=CC=2)=O)=CC=1.C1C=CC(/C=C/C(/C=C/C2C=CC=CC=2)=O)=CC=1.[Pd].[Pd].O>[N+:8]([C:7]1[C:2]([C:20]2[CH:21]=[N:22][C:17]([C:16]([F:27])([F:26])[F:15])=[CH:18][CH:19]=2)=[N:3][CH:4]=[C:5]([C:11]([F:14])([F:13])[F:12])[CH:6]=1)([O-:10])=[O:9] |f:3.4.5.6,9.10.11.12.13|. Reported procedure: Under an argon atmosphere, to a solution of 2-chloro-3-nitro-5-(trifluoromethyl)pyridine (1 g) in 1,4-dioxane (15 mL) were added (6-(trifluoromethyl)pyridin-3-yl)boronic acid (925 mg), a solution of tricyclohexylphosphine in 15% toluene (2.0 mL), tris(dibenzylideneacetone)dipalladium (2.02 g) and a tripotassium phosphate aqueous solution (2 mol/L, 5.9 mL) and stirred overnight at 90° C. The reaction mixture was added with water and filtered through Celite® and the filtrate was extracted with eth... The reactants are CC(=O)OC1N=C(c2ccccc2)c2cc(Cl)ccc2-c2c1nc(C)[nH]c2=O, CC(=O)O, [Na+], [OH-], O. Product: Cc1nc2c(c(=O)[nH]1)-c1ccc(Cl)cc1C(c1ccccc1)=NC2O. As a reaction SMILES: [C:1](=[O:2])([CH3:3])[O:4][CH:5]1[N:6]=[C:7]([c:23]2[cH:24][cH:25][cH:26][cH:27][cH:28]2)[c:8]2[c:9]([cH:18][cH:19][c:20]([Cl:22])[cH:21]2)-[c:10]2[c:11]1[n:12][c:13]([CH3:17])[nH:14][c:15]2=[O:16].[CH3:31][C:32](=[O:33])[OH:34].[Na+:30].[OH-:29].[OH2:35]>>[OH:4][CH:5]1[N:6]=[C:7]([c:23]2[cH:24][cH:25][cH:26][cH:27][cH:28]2)[c:8]2[c:9]([cH:18][cH:19][c:20]([Cl:22])[cH:21]2)-[c:10]2[c:11]1[n:12][c:13]([CH3:17])[nH:14][c:15]2=[O:16]. Starting materials: CN(C)C=O, C[Si](C)(C)[N-][Si](C)(C)C, CCc1cc2c(C(=O)Oc3ccc([N+](=O)[O-])cc3)cnc(OC)c2o1, Cc1cnccc1N, [Na+]. Product: CCc1cc2c(C(=O)Nc3ccncc3C)cnc(OC)c2o1. Reaction SMILES: [CH3:44][N:45]([CH3:46])[CH:47]=[O:48].[CH3:9][Si:10]([N-:11][Si:12]([CH3:13])([CH3:14])[CH3:15])([CH3:16])[CH3:17].[N+:19]([c:20]1[cH:21][cH:22][c:23]([O:28][C:29](=[O:24])[c:31]2[c:32]3[c:33]([c:34]([O:37][CH3:38])[n:35][cH:36]2)[o:39][c:40]([CH2:42][CH3:43])[cH:41]3)[cH:25][cH:26]1)([O-:27])=[O:30].[NH2:1][c:2]1[c:3]([CH3:8])[cH:4][n:5][cH:6][cH:7]1.[Na+:18]>>[NH:1]([c:2]1[c:3]([CH3:8])[cH:4][n:5][cH:6][cH:7]1)[C:29](=[O:28])[c:31]1[c:32]2[c:33]([c:34]([O:37][CH3:38])[n:35][cH:36]1)[o:39][c:40]([CH2:42][CH3:43])[cH:41]2. Starting materials: BrCCCOC1=CC(=C2C(=NC=NC2=C1)NC1=C2C(=CC=C1Cl)OCO2)OC2CCOCC2 (7-(3-bromopropoxy)-4-(6-chloro-2,3-methylenedioxyanilino)-5-tetrahydropyran-4-yloxyquinazoline), N1CCCCC1 (piperidine), C([O-])([O-])=O.[K+].[K+] (potassium carbonate). Conditions: time 16 hour. Product: ClC1=CC=C2C(=C1NC1=NC=NC3=CC(=CC(=C13)OC1CCOCC1)OCCCN1CCCCC1)OCO2 (4-(6-chloro-2,3-methylenedioxyanilino)-7-(3-piperidinopropoxy)-5-tetrahydropyran-4-yloxyquinazoline). As a reaction SMILES: Br[CH2:2][CH2:3][CH2:4][O:5][C:6]1[CH:15]=[C:14]2[C:9]([C:10]([NH:16][C:17]3[C:22]([Cl:23])=[CH:21][CH:20]=[C:19]4[O:24][CH2:25][O:26][C:18]=34)=[N:11][CH:12]=[N:13]2)=[C:8]([O:27][CH:28]2[CH2:33][CH2:32][O:31][CH2:30][CH2:29]2)[CH:7]=1.[NH:34]1[CH2:39][CH2:38][CH2:37][CH2:36][CH2:35]1.C(=O)([O-])[O-].[K+].[K+]>>[Cl:23][C:22]1[C:17]([NH:16][C:10]2[C:9]3[C:14](=[CH:15][C:6]([O:5][CH2:4][CH2:3][CH2:2][N:34]4[CH2:39][CH2:38][CH2:37][CH2:36][CH2:35]4)=[CH:7][C:8]=3[O:27][CH:28]3[CH2:33][CH2:32][O:31][CH2:30][CH2:29]3)[N:13]=[CH:12][N:11]=2)=[C:18]2[O:26][CH2:25][O:24][C:19]2=[CH:20][CH:21]=1 |f:2.3.4|. Procedure: A mixture of 7-(3-bromopropoxy)-4-(6-chloro-2,3-methylenedioxyanilino)-5-tetrahydropyran-4-yloxyquinazoline (0.536 g), piperidine (0.12 ml), potassium carbonate (0.4 g) and DM (2 ml) was stirred at ambient temperature for 16 hours. The mixture was evaporated and the residue was triturated under methylene chloride. The mixture was filtered and the filtrate was purified by column chromatography on silica using initially a 1:1 mixture of ethyl acetate and methylene chloride and then a 10:9:1 mixtur... The reactants are [BH4-], C1CSCCN1, NCCCCl, Cl, [H-], [Na+], [Na+], O=Cc1cccc(O)c1, Oc1cccc(CN2CCSCC2)c1. Product: NCCCOc1cccc(CN2CCSCC2)c1. As a reaction SMILES: [BH4-:16].[CH2:10]1[NH:11][CH2:12][CH2:13][S:14][CH2:15]1.[Cl:33][CH2:34][CH2:35][CH2:36][NH2:37].[ClH:32].[H-:38].[Na+:17].[Na+:39].[OH:1][c:2]1[cH:3][c:4]([CH:8]=[O:9])[cH:5][cH:6][cH:7]1.[S:18]1[CH2:19][CH2:20][N:21]([CH2:24][c:25]2[cH:26][c:27]([OH:31])[cH:28][cH:29][cH:30]2)[CH2:22][CH2:23]1>>[S:18]1[CH2:19][CH2:20][N:21]([CH2:24][c:25]2[cH:26][c:27]([O:31][CH2:34][CH2:35][CH2:36][NH2:37])[cH:28][cH:29][cH:30]2)[CH2:22][CH2:23]1. Conditions: time 1 hour. Solvent: C1(=CC=CC=C1)C (toluene). Reaction SMILES: [CH3:1][CH:2]([CH3:16])[CH2:3][CH2:4][CH:5]([OH:15])[C:6](=[N:13][OH:14])[C:7]1[CH:12]=[CH:11][CH:10]=[CH:9][CH:8]=1.[C:17]1([N:23]=[C:24]=[O:25])[CH:22]=[CH:21][CH:20]=[CH:19][CH:18]=1>C1(C)C=CC=CC=1>[C:17]1([NH:23][C:24]([O:14][N:13]=[C:6]([C:7]2[CH:12]=[CH:11][CH:10]=[CH:9][CH:8]=2)[CH:5]([OH:15])[CH2:4][CH2:3][CH:2]([CH3:16])[CH3:1])=[O:25])[CH:22]=[CH:21][CH:20]=[CH:19][CH:18]=1. Yields the product C1(=CC=CC=C1)NC(=O)ON=C(C(CCC(C)C)O)C1=CC=CC=C1 (5-methyl-2-hydroxy-caprophenone-(N-phenyl-carbamoyl)-oxime). Procedure details: 2.2 g (0.01 Mol) of 5-methyl-2-hydroxy-caprophenone-oxime are dissolved in 25 ml of toluene and may be slightly heated in this process. Then 1.2 g (0.01 Mol) of phenylisocyanate are added, with the mixture being swirled. The mixture is allowed to stay for one hour, before the solvent is evaporated under vacuum conditions causing crystallisation of residue. Colourless crystals, between 117° C. and 120° C. in flash point, are obtained by recrystallisation from ethanol or ethanol/water. Starting materials: CC(CCC(C(C1=CC=CC=C1)=NO)O)C (5-methyl-2-hydroxy-caprophenone-oxime), C1(=CC=CC=C1)N=C=O (phenylisocyanate). The reactants are ice, [BH4-].[Na+] (sodium borohydride), COC1=C2C(C(=O)OC2=O)=C(C=C1)OC (3,6-dimethoxyphthalic anhydride). Reaction conditions: time 1 hour. The product is COC1=C2COC(=O)C2=C(C=C1)OC (4,7-dimethoxyphthalide). As a reaction SMILES: [BH4-].[Na+].[CH3:3][O:4][C:5]1[CH:15]=[CH:14][C:13]([O:16][CH3:17])=[C:7]2[C:8]([O:10][C:11](=O)[C:6]=12)=[O:9]>>[CH3:3][O:4][C:5]1[CH:15]=[CH:14][C:13]([O:16][CH3:17])=[C:7]2[C:6]=1[CH2:11][O:10][C:8]2=[O:9] |f:0.1|. Procedure: To an ice-cold solution of 1.7 g. of sodium borohydride in 100 ml. of dimethylformide is added 9.2 g. of 3,6-dimethoxyphthalic anhydride. The cold bath is removed and the mixture stirred for one hour. The mixture is cooled in ice and 20 ml. of hydrochloric acid is slowly added. The solvent is removed in vacuo and the residue is slurried in 100 ml. of water. The resulting solid is filtered, dissolved in chloroform and dried. After removal of solvent, the solid is recrystallized from toluene to yi... Reactants: C(C)OC1=C(C=CC(=C1)C(=O)NCC)N1N=NC(=C1)C(=O)OCC (ethyl 1-{2-ethoxy-4-[(ethylamino)carbonyl]phenyl}-1H-1,2,3-triazole-4-carboxylate), [OH-].[Na+] (sodium hydroxide), O (Water). Solvent: C(C)O (ethanol), C(C)O (ethanol). Run at time 5 hour. Product: C(C)OC1=C(C=CC(=C1)C(=O)NCC)N1N=NC(=C1)C(=O)O (1-{2-ethoxy-4-[(ethylamino)carbonyl]phenyl}-1H-1,2,3-triazole-4-carboxylic acid). Yield: 77.1%. RXN SMILES: [CH2:1]([O:3][C:4]1[CH:9]=[C:8]([C:10]([NH:12][CH2:13][CH3:14])=[O:11])[CH:7]=[CH:6][C:5]=1[N:15]1[CH:19]=[C:18]([C:20]([O:22]CC)=[O:21])[N:17]=[N:16]1)[CH3:2].[OH-].[Na+].O>C(O)C>[CH2:1]([O:3][C:4]1[CH:9]=[C:8]([C:10]([NH:12][CH2:13][CH3:14])=[O:11])[CH:7]=[CH:6][C:5]=1[N:15]1[CH:19]=[C:18]([C:20]([OH:22])=[O:21])[N:17]=[N:16]1)[CH3:2] |f:1.2|. Reported procedure: To a solution of ethyl 1-{2-ethoxy-4-[(ethylamino)carbonyl]phenyl}-1H-1,2,3-triazole-4-carboxylate (0.51 g) obtained in Example 131e) in ethanol (8 ml) was added 8N aqueous sodium hydroxide solution (0.39 ml), and the mixture was stirred at room temperature for 5 hr. Water was added to the reaction mixture, and ethanol was evaporated under reduced pressure. Water was added to the obtained aqueous solution and the mixture was washed with ethyl acetate. 1N Hydrochloric acid was added to acidify th...